Task: describe an organic reaction: reactants, conditions, products, and yield. Dataset: the Open Reaction Database (ORD), a public repository of structured organic reaction records The reactants are C(#N)C=1N(C2=CC(=C(C=C2C1)C)OC)C(=O)OC(C)(C)C (tert-butyl 2-cyano-6-methoxy-5-methyl-1H-indole-1-carboxylate), BrN1C(CCC1=O)=O (N-bromosuccinimide), CC(C)(C#N)N=NC(C)(C)C#N (AIBN). Run in C(Cl)(Cl)(Cl)Cl (carbon tetrachloride). The product is BrCC=1C=C2C=C(N(C2=CC1OC)C(=O)OC(C)(C)C)C#N (tert-butyl 5-(bromomethyl)-2-cyano-6-methoxy-1H-indole-1-carboxylate). Isolated yield 100.1%. As a reaction SMILES: [C:1]([C:3]1[N:4]([C:15]([O:17][C:18]([CH3:21])([CH3:20])[CH3:19])=[O:16])[C:5]2[C:10]([CH:11]=1)=[CH:9][C:8]([CH3:12])=[C:7]([O:13][CH3:14])[CH:6]=2)#[N:2].[Br:22]N1C(=O)CCC1=O.CC(N=NC(C#N)(C)C)(C#N)C>C(Cl)(Cl)(Cl)Cl>[Br:22][CH2:12][C:8]1[CH:9]=[C:10]2[C:5](=[CH:6][C:7]=1[O:13][CH3:14])[N:4]([C:15]([O:17][C:18]([CH3:21])([CH3:20])[CH3:19])=[O:16])[C:3]([C:1]#[N:2])=[CH:11]2. Procedure: To a stirred solution of 174 mg of tert-butyl 2-cyano-6-methoxy-5-methyl-1H-indole-1-carboxylate (0.61 mmol) in carbon tetrachloride (2.5 mL) was added 108 mg of N-bromosuccinimide (0.61 mmol) and 11 mg of AIBN (0.065 mmol). The mixture was refluxed for 1 h, then cooled and concentrated and filtered through short silica gel plug using hexane-ethyl acetate 10:1 to give 223 mg of crude tert-butyl 5-(bromomethyl)-2-cyano-6-methoxy-1H-indole-1-carboxylate that was used in the next step without furth... The product is CC1=C(CCCCCN2CCN(C(=O)OC(C)(C)C)CC2)C(=O)N(c2ccc(C#N)c(C(F)(F)F)c2)C1=O. Reaction SMILES: [CH3:45][CH2:46][O:47][C:48](=[O:49])[CH3:50].[I:14][CH2:15][CH2:16][CH2:17][CH2:18][CH2:19][C:20]1=[C:24]([CH3:25])[C:23](=[O:26])[N:22]([c:27]2[cH:28][c:29]([C:35]([F:36])([F:37])[F:38])[c:30]([C:31]#[N:32])[cH:33][cH:34]2)[C:21]1=[O:39].[N:1]1([C:7](=[O:8])[O:9][C:10]([CH3:11])([CH3:12])[CH3:13])[CH2:2][CH2:3][NH:4][CH2:5][CH2:6]1.[O:40]1[CH2:41][CH2:42][CH2:43][CH2:44]1>>[N:1]1([C:7](=[O:8])[O:9][C:10]([CH3:11])([CH3:12])[CH3:13])[CH2:2][CH2:3][N:4]([CH2:15][CH2:16][CH2:17][CH2:18][CH2:19][C:20]2=[C:24]([CH3:25])[C:23](=[O:26])[N:22]([c:27]3[cH:28][c:29]([C:35]([F:36])([F:37])[F:38])[c:30]([C:31]#[N:32])[cH:33][cH:34]3)[C:21]2=[O:39])[CH2:5][CH2:6]1. Reactants: CCOC(C)=O, CC1=C(CCCCCI)C(=O)N(c2ccc(C#N)c(C(F)(F)F)c2)C1=O, CC(C)(C)OC(=O)N1CCNCC1, C1CCOC1.